Dataset: the Open Reaction Database (ORD), a public repository of structured organic reaction records. Task: describe an organic reaction: reactants, conditions, products, and yield Starting materials: CCOc1cc(C(=O)OC)on1, Cl, [Na+], [OH-]. Yields the product CCOc1cc(C(=O)O)on1. Reaction SMILES: [CH2:1]([CH3:2])[O:3][c:4]1[n:5][o:6][c:7]([C:9](=[O:10])[O:11][CH3:12])[cH:8]1.[ClH:13].[Na+:15].[OH-:14]>>[CH2:1]([CH3:2])[O:3][c:4]1[n:5][o:6][c:7]([C:9](=[O:10])[OH:11])[cH:8]1. Starting materials: CCNCC, ClCCl, CC(Oc1ccc(Oc2cnc3ccccc3n2)cc1)C(=O)Cl. Product: CCN(CC)C(=O)C(C)Oc1ccc(Oc2cnc3ccccc3n2)cc1. RXN SMILES: [CH2:24]([CH3:25])[NH:26][CH2:27][CH3:28].[CH2:29]([Cl:30])[Cl:31].[n:1]1[c:2]([O:11][c:12]2[cH:13][cH:14][c:15]([O:16][CH:17]([C:18](=[O:19])[Cl:20])[CH3:21])[cH:22][cH:23]2)[cH:3][n:4][c:5]2[cH:6][cH:7][cH:8][cH:9][c:10]12>>[n:1]1[c:2]([O:11][c:12]2[cH:13][cH:14][c:15]([O:16][CH:17]([C:18](=[O:19])[N:26]([CH2:24][CH3:25])[CH2:27][CH3:28])[CH3:21])[cH:22][cH:23]2)[cH:3][n:4][c:5]2[cH:6][cH:7][cH:8][cH:9][c:10]12. Starting materials: CCCCc1nc2cnc3ccccc3c2n1CC(C)(C)O, C=CS(C)(=O)=O, [H-], [Na+], C1CCOC1, O. Product: CCCCc1nc2cnc3ccccc3c2n1CC(C)(C)OCCS(C)(=O)=O. Reaction SMILES: [CH2:3]([CH2:4][CH2:5][CH3:6])[c:7]1[n:8]([CH2:20][C:21]([CH3:22])([OH:23])[CH3:24])[c:9]2[c:10]([cH:11][n:12][c:13]3[cH:14][cH:15][cH:16][cH:17][c:18]23)[n:19]1.[CH:25](=[CH2:26])[S:27](=[O:28])(=[O:29])[CH3:30].[H-:1].[Na+:2].[O:32]1[CH2:33][CH2:34][CH2:35][CH2:36]1.[OH2:31]>>[CH2:3]([CH2:4][CH2:5][CH3:6])[c:7]1[n:8]([CH2:20][C:21]([CH3:22])([O:23][CH2:26][CH2:25][S:27](=[O:28])(=[O:29])[CH3:30])[CH3:24])[c:9]2[c:10]([cH:11][n:12][c:13]3[cH:14][cH:15][cH:16][cH:17][c:18]23)[n:19]1. Reactants: C(#N)C1=CC=C(C=C1)C1=CCN(CC1)C(=O)OC(C)(C)C (tert-butyl 4-(4-cyanophenyl)-5,6-dihydropyridine-1(2H)-carboxylate), C(Cl)Cl (CH2Cl2), C(=O)(C(F)(F)F)O (TFA). Run at time 3 hour. Yields the product N1CCC(=CC1)C1=CC=C(C#N)C=C1.C(=O)(C(F)(F)F)O (4-(1,2,3,6-tetrahydropyridin-4-yl)benzonitrile TFA). Isolated yield 87.6%. Reaction SMILES: [C:1]([C:3]1[CH:8]=[CH:7][C:6]([C:9]2[CH2:14][CH2:13][N:12](C(OC(C)(C)C)=O)[CH2:11][CH:10]=2)=[CH:5][CH:4]=1)#[N:2].C(Cl)Cl.[C:25]([OH:31])([C:27]([F:30])([F:29])[F:28])=[O:26]>>[NH:12]1[CH2:11][CH:10]=[C:9]([C:6]2[CH:7]=[CH:8][C:3]([C:1]#[N:2])=[CH:4][CH:5]=2)[CH2:14][CH2:13]1.[C:25]([OH:31])([C:27]([F:30])([F:29])[F:28])=[O:26] |f:3.4|. Procedure details: To a solution of tert-butyl 4-(4-cyanophenyl)-5,6-dihydropyridine-1(2H)-carboxylate (332 mg, 1168 μmol) in CH2Cl2 (4.00 mL, 62167 μmol) was added TFA (0.0900 mL, 1168 μmol). The yellow solution was stirred at RT for 3 h. The reaction mixture was dried under reduced pressure providing an off-white crystalline material 4-(1,2,3,6-tetrahydropyridin-4-yl)benzonitrile-TFA (305 mg, 87.6%). MS (ESI, pos. ion) m/z: 185.4 (M+1). The reactants are CC(CC(=O)Cl)CC(C)(C)C (3,5,5-trimethylhexanoyl chloride), [Cl-].[Al+3].[Cl-].[Cl-] (aluminum chloride), C1=CC=CC=C1 (benzene), ice. Run at time 3 hour. The product is CC(CC(=O)C1=CC=CC=C1)CC(C)(C)C (3,5,5-trimethylhexanoylbenzene). As a reaction SMILES: [Cl-].[Al+3].[Cl-].[Cl-].[CH3:5][CH:6]([CH2:11][C:12]([CH3:15])([CH3:14])[CH3:13])[CH2:7][C:8](Cl)=[O:9].[CH:16]1[CH:21]=[CH:20][CH:19]=[CH:18][CH:17]=1>>[CH3:5][CH:6]([CH2:11][C:12]([CH3:15])([CH3:14])[CH3:13])[CH2:7][C:8]([C:16]1[CH:21]=[CH:20][CH:19]=[CH:18][CH:17]=1)=[O:9] |f:0.1.2.3|. Procedure: To a mixture of 143.3 grams of aluminum chloride and 400 mL of benzene was added 100 grams of 3,5,5-trimethylhexanoyl chloride over a 50 minute period at a rate such that the temperature did not exceed 35° C. When the addition was complete, the mixture was stirred at room temperature for three hours. The mixture was poured over 500 grams of ice and extracted with 400 mL of ethyl acetate. The organic phase was washed with brine, dried over magnesium sulfate, filtered and the solvent was removed i...